Dataset: the Open Reaction Database (ORD), a public repository of structured organic reaction records. Task: describe an organic reaction: reactants, conditions, products, and yield As a reaction SMILES: [NH2:1][C:2]1[CH:7]=[CH:6][CH:5]=[C:4]([NH2:8])[C:3]=1[NH:9][CH2:10][CH2:11][NH:12][C:13](=[O:19])[O:14][C:15]([CH3:18])([CH3:17])[CH3:16].Cl.[Cl:21][C:22]1[CH:27]=[C:26]([Cl:28])[CH:25]=[CH:24][C:23]=1[CH:29]([OH:34])[C:30](=N)OC>C(O)C.C(=O)([O-])O.[Na+].O>[NH2:1][C:2]1[C:3]2[N:9]([CH2:10][CH2:11][NH:12][C:13](=[O:19])[O:14][C:15]([CH3:16])([CH3:18])[CH3:17])[C:30]([CH:29]([C:23]3[CH:24]=[CH:25][C:26]([Cl:28])=[CH:27][C:22]=3[Cl:21])[OH:34])=[N:8][C:4]=2[CH:5]=[CH:6][CH:7]=1 |f:1.2,4.5|. Conditions: time 12 hour. Reactants: NC1=C(C(=CC=C1)N)NCCNC(OC(C)(C)C)=O (tert-butyl {2-[(2,6-diaminophenyl)amino]ethyl}carbamate), Cl.ClC1=C(C=CC(=C1)Cl)C(C(OC)=N)O (methyl 2-(2,4-dichlorophenyl)-2-hydroxyethanimidoate hydrochloride). Product: NC1=CC=CC2=C1N(C(=N2)C(O)C2=C(C=C(C=C2)Cl)Cl)CCNC(OC(C)(C)C)=O (tert-Butyl (2-{7-amino-2-[(2,4-dichlorophenyl)(hydroxy)methyl]-1H-benzimidazol-1-yl}ethyl)carbamate). Reported procedure: To a stirred solution of tert-butyl {2-[(2,6-diaminophenyl)amino]ethyl}carbamate (5.00 g, 18.8 mmol) in ethanol (38 mL) was added methyl 2-(2,4-dichlorophenyl)-2-hydroxyethanimidoate hydrochloride (5.59 g, 20.7 mmol) at room temperature. After 12 h, the reaction mixture was diluted with aqueous sodium hydrogen carbonate and water. The resultant mixture was extracted with ethyl acetate. The combined organic layer was washed with brine, dried over anhydrous sodium sulfate, filtered, and concentrat... Isolated yield 99.5%. Solvent: C(O)([O-])=O.[Na+] (sodium hydrogen carbonate), O (water), C(C)O (ethanol). The reactants are Cc1cc(Oc2snc(-c3ccccc3)c2Br)c(Cl)cc1N, CCN(C)C(OC)OC, Cc1ccccc1. The product is CCN(C)C=Nc1cc(Cl)c(Oc2snc(-c3ccccc3)c2Br)cc1C. As a reaction SMILES: [Br:10][c:11]1[c:12](-[c:26]2[cH:27][cH:28][cH:29][cH:30][cH:31]2)[n:13][s:14][c:15]1[O:16][c:17]1[cH:18][c:19]([CH3:25])[c:20]([NH2:21])[cH:22][c:23]1[Cl:24].[CH3:1][O:2][CH:3]([N:4]([CH2:5][CH3:6])[CH3:7])[O:8][CH3:9].[CH3:32][c:33]1[cH:34][cH:35][cH:36][cH:37][cH:38]1>>[CH:3]([N:4]([CH2:5][CH3:6])[CH3:7])=[N:21][c:20]1[c:19]([CH3:25])[cH:18][c:17]([O:16][c:15]2[c:11]([Br:10])[c:12](-[c:26]3[cH:27][cH:28][cH:29][cH:30][cH:31]3)[n:13][s:14]2)[c:23]([Cl:24])[cH:22]1.